Dataset: the Open Reaction Database (ORD), a public repository of structured organic reaction records. Task: describe an organic reaction: reactants, conditions, products, and yield Reactants: O (water), FC(CCCCCCC(CC(=O)OCC)=O)(F)F (Ethyl 6,6,6-trifluorohexylacetoacetate), [Na] (sodium), C(C)O (ethanol), BrN1C(CCC1=O)=O (N-Bromosuccinimide). Reaction conditions: time 15 minute. Yields the product BrC(C(=O)OCC)CCCCCC(F)(F)F (ethyl 2-bromo-8,8,8-trifluorooctanoate). RXN SMILES: [F:1][C:2]([F:18])([F:17])[CH2:3][CH2:4][CH2:5][CH2:6][CH2:7][CH2:8][C:9](=[O:16])CC(OCC)=O.[Na].[Br:20]N1C(=O)CCC1=O.[OH2:28].[CH2:29](O)[CH3:30]>>[Br:20][CH:8]([CH2:7][CH2:6][CH2:5][CH2:4][CH2:3][C:2]([F:1])([F:17])[F:18])[C:9]([O:16][CH2:29][CH3:30])=[O:28] |^1:18|. Procedure: Ethyl 6,6,6-trifluorohexylacetoacetate was added at -35° C. to a solution of sodium (50 moles, 1.15 g) in 150 ml ethanol and stirred for 15 minutes. N-Bromosuccinimide (50 mmoles, 8.9 g) was added. The solution was allowed to warm to room temperature and stirred for 2.5 hours. The mixture was poured into water. The intermediate was extracted with hexane. The solvent was removed. The oil was chromatographed over silica gel eluted with hexane to yield 13.6 g of ethyl 2-bromo-8,8,8-trifluorooctanoa... Reactants: O=C([O-])[O-], CCOC(=O)c1cc(OC(C)=O)c2occc2c1, CCO, ClCCl, [K+], [K+]. Yields the product CCOC(=O)c1cc(O)c2occc2c1. RXN SMILES: [C:19](=[O:20])([O-:21])[O-:22].[C:1](=[O:2])([CH3:3])[O:4][c:5]1[cH:6][c:7]([C:14](=[O:15])[O:16][CH2:17][CH3:18])[cH:8][c:9]2[cH:10][cH:11][o:12][c:13]12.[CH3:25][CH2:26][OH:27].[Cl:28][CH2:29][Cl:30].[K+:23].[K+:24]>>[OH:4][c:5]1[cH:6][c:7]([C:14](=[O:15])[O:16][CH2:17][CH3:18])[cH:8][c:9]2[cH:10][cH:11][o:12][c:13]12. The reactants are C1CCOC1, Cc1cc(-c2ccc(C(F)(F)F)cc2)cc(-c2cccc(-c3cccc(S(=O)(=O)Cl)c3)n2)n1, COC1CCNCC1, CCOC(C)=O. Product: COC1CCN(S(=O)(=O)c2cccc(-c3cccc(-c4cc(-c5ccc(C(F)(F)F)cc5)cc(C)n4)n3)c2)CC1. Reaction SMILES: [CH2:42]1[O:43][CH2:44][CH2:45][CH2:46]1.[CH3:1][c:2]1[cH:3][c:4](-[c:24]2[cH:25][cH:26][c:27]([C:30]([F:31])([F:32])[F:33])[cH:28][cH:29]2)[cH:5][c:6](-[c:8]2[n:9][c:10](-[c:14]3[cH:15][c:16]([S:20](=[O:21])(=[O:22])[Cl:23])[cH:17][cH:18][cH:19]3)[cH:11][cH:12][cH:13]2)[n:7]1.[CH3:34][O:35][CH:36]1[CH2:37][CH2:38][NH:39][CH2:40][CH2:41]1.[CH3:47][CH2:48][O:49][C:50]([CH3:51])=[O:52]>>[CH3:1][c:2]1[cH:3][c:4](-[c:24]2[cH:25][cH:26][c:27]([C:30]([F:31])([F:32])[F:33])[cH:28][cH:29]2)[cH:5][c:6](-[c:8]2[n:9][c:10](-[c:14]3[cH:15][c:16]([S:20](=[O:21])(=[O:22])[N:39]4[CH2:38][CH2:37][CH:36]([O:35][CH3:34])[CH2:41][CH2:40]4)[cH:17][cH:18][cH:19]3)[cH:11][cH:12][cH:13]2)[n:7]1. Starting materials: resultant solution, NC1=C(C(=CC(=C1F)F)F)S (2-Amino-3,4,6-trifluorothiophenol), C(CCCC(=O)O)(=O)O (glutaric acid). The solvent is O (water), CN1C(CCC1)=O (N-methylpyrrolidone). Run at temperature 100 celsius, time 6 hour. The product is FC1=C(C=C(C2=C1N=C(S2)CCCC(=O)O)F)F (4-(4,5,7-trifluorobenzothiazol-2-yl)butanoic acid). Isolated yield 43.9%. Reaction SMILES: [NH2:1][C:2]1[C:7]([F:8])=[C:6]([F:9])[CH:5]=[C:4]([F:10])[C:3]=1[SH:11].[C:12](O)(=O)[CH2:13][CH2:14][CH2:15][C:16]([OH:18])=[O:17]>CN1CCCC1=O.O>[F:8][C:7]1[C:2]2[N:1]=[C:12]([CH2:13][CH2:14][CH2:15][C:16]([OH:18])=[O:17])[S:11][C:3]=2[C:4]([F:10])=[CH:5][C:6]=1[F:9]. Procedure details: 2-Amino-3,4,6-trifluorothiophenol (200 mg, 1.1 mmol) was dissolved in N-methylpyrrolidone (NMP, 1 ml) under a nitrogen stream. To the resultant solution was gradually added glutaric acid (127 mg, 1.1 mmol) at room temperature and the mixture was stirred at 100° C. for 6 hours. After naturally cooling, the mixture was diluted with water and extracted with ethyl acetate. The organic phase was washed with aqueous sodium bicarbonate. The alkaline phase was acidified with 10% hydrochloric acid and re... Yield: 37.0%. Reactants: CN(C(C1=CC=C(C=C1)/C=N/C1=C2COC(C2=CC=C1)=O)=O)C ((E)-N,N-Dimethyl-4-((1-oxo-1,3-dihydroisobenzofuran-4-ylimino)methyl)benzamide), CN1C(=NC=C1)C=O (1-methyl-1H-imidazole-2-carbaldehyde), [Na] (sodium), C(C)O (ethanol). Solvent: C(CC)(=O)OCC (ethyl propionate). Yields the product CN(C(=O)C1=CC=C(C=C1)C1NC=2C=CC=C(C2C(C1C=1N(C=CN1)C)=O)C(=O)OCC)C (Ethyl 2-(4-(dimethylcarbamoyl)phenyl)-3-(1-methyl-1H-imidazol-2-yl)-4-oxo-1,2,3,4-tetrahydroquinoline-5-carboxylate). Conditions: time 8 hour. RXN SMILES: [CH3:1][N:2]([CH3:23])[C:3](=[O:22])[C:4]1[CH:9]=[CH:8][C:7](/[CH:10]=[N:11]/[C:12]2[CH:20]=[CH:19][CH:18]=[C:17]3[C:13]=2[CH2:14][O:15][C:16]3=[O:21])=[CH:6][CH:5]=1.[CH3:24][N:25]1[CH:29]=[CH:28][N:27]=[C:26]1[CH:30]=O.[Na].[CH2:33]([OH:35])[CH3:34]>C(OCC)(=O)CC>[CH3:23][N:2]([CH3:1])[C:3]([C:4]1[CH:9]=[CH:8][C:7]([CH:10]2[CH:30]([C:26]3[N:25]([CH3:24])[CH:29]=[CH:28][N:27]=3)[C:14](=[O:15])[C:13]3[C:17]([C:16]([O:35][CH2:33][CH3:34])=[O:21])=[CH:18][CH:19]=[CH:20][C:12]=3[NH:11]2)=[CH:6][CH:5]=1)=[O:22] |^1:31|. Procedure details: (E)-N,N-Dimethyl-4-((1-oxo-1,3-dihydroisobenzofuran-4-ylimino)methyl)benzamide (924 mg, 3.0 mmol), 1-methyl-1H-imidazole-2-carbaldehyde (363 mg, 3.3 mmol), sodium (276 mg, 12 mmol) in ethanol (30 mL) and ethyl propionate (45 mL) were added and the mixture was stirred at room temperature overnight. Then the resulting mixture was evaporated under reduced pressure and extracted with ethyl acetate (100 mL×4) and concentrated. The crude product was purified by column chromatography (silica gel, petro... The reactants are COC(=O)c1cccc(CBr)c1, O=C([O-])[O-], CC(=O)N(c1ccc(Cl)cc1)C1CC(C)N(C(=O)c2ccc(O)cc2)c2ccccc21, [Cs+], [Cs+], CN(C)C=O. Yields the product COC(=O)c1cccc(COc2ccc(C(=O)N3c4ccccc4C(N(C(C)=O)c4ccc(Cl)cc4)CC3C)cc2)c1. As a reaction SMILES: [Br:38][CH2:39][c:40]1[cH:41][c:42]([C:43](=[O:44])[O:45][CH3:46])[cH:47][cH:48][cH:49]1.[C:32](=[O:33])([O-:34])[O-:35].[Cl:1][c:2]1[cH:3][cH:4][c:5]([N:8]([C:9]([CH3:10])=[O:11])[CH:12]2[CH2:13][CH:14]([CH3:31])[N:15]([C:22]([c:23]3[cH:24][cH:25][c:26]([OH:29])[cH:27][cH:28]3)=[O:30])[c:16]3[cH:17][cH:18][cH:19][cH:20][c:21]32)[cH:6][cH:7]1.[Cs+:36].[Cs+:37].[O:50]=[CH:51][N:52]([CH3:53])[CH3:54]>>[Cl:1][c:2]1[cH:3][cH:4][c:5]([N:8]([C:9]([CH3:10])=[O:11])[CH:12]2[CH2:13][CH:14]([CH3:31])[N:15]([C:22]([c:23]3[cH:24][cH:25][c:26]([O:29][CH2:39][c:40]4[cH:41][c:42]([C:43](=[O:44])[O:45][CH3:46])[cH:47][cH:48][cH:49]4)[cH:27][cH:28]3)=[O:30])[c:16]3[cH:17][cH:18][cH:19][cH:20][c:21]32)[cH:6][cH:7]1.